From a dataset of the Open Reaction Database (ORD), a public repository of structured organic reaction records. describe an organic reaction: reactants, conditions, products, and yield The reactants are Cc1cccc(-c2sc(C)nc2C(=O)N2CC3CC(F)(F)CC3C2CN2C(=O)c3ccccc3C2=O)c1, CCO, NN, O. Yields the product Cc1cccc(-c2sc(C)nc2C(=O)N2CC3CC(F)(F)CC3C2CN)c1. As a reaction SMILES: [CH3:1][c:2]1[s:3][c:4](-[c:31]2[cH:32][c:33]([CH3:37])[cH:34][cH:35][cH:36]2)[c:5]([C:7](=[O:8])[N:9]2[CH:10]([CH2:19][N:20]3[C:21](=[O:22])[c:23]4[c:24]([cH:25][cH:26][cH:27][cH:28]4)[C:29]3=[O:30])[CH:11]3[CH2:12][C:13]([F:17])([F:18])[CH2:14][CH:15]3[CH2:16]2)[n:6]1.[CH3:41][CH2:42][OH:43].[NH2:39][NH2:40].[OH2:38]>>[CH3:1][c:2]1[s:3][c:4](-[c:31]2[cH:32][c:33]([CH3:37])[cH:34][cH:35][cH:36]2)[c:5]([C:7](=[O:8])[N:9]2[CH:10]([CH2:19][NH2:20])[CH:11]3[CH2:12][C:13]([F:17])([F:18])[CH2:14][CH:15]3[CH2:16]2)[n:6]1. Reactants: [Al+3], Brc1ccccc1, C=C1CC(=O)OC1=O, [Cl-], [Cl-], [Cl-], Clc1ccc(-c2ccccc2)cc1, O. Product: C=C(CC(=O)c1ccc(-c2ccc(Cl)cc2)cc1)C(=O)O. As a reaction SMILES: [Al+3:2].[Br:5][c:6]1[cH:7][cH:8][cH:9][cH:10][cH:11]1.[C:12]1(=[O:19])[C:13](=[CH2:14])[CH2:15][C:16](=[O:17])[O:18]1.[Cl-:1].[Cl-:3].[Cl-:4].[Cl:20][c:21]1[cH:22][cH:23][c:24](-[c:27]2[cH:28][cH:29][cH:30][cH:31][cH:32]2)[cH:25][cH:26]1.[OH2:33]>>[C:12]([C:13](=[CH2:14])[CH2:15][C:16](=[O:17])[c:30]1[cH:29][cH:28][c:27](-[c:24]2[cH:23][cH:22][c:21]([Cl:20])[cH:26][cH:25]2)[cH:32][cH:31]1)([OH:18])=[O:19]. Reactants: C[O-].[Na+] (Sodium methoxide), ClC1=NC=C(C(=C1)C)[N+](=O)[O-] (2-chloro-4-methyl-5-nitropyridine), O (water). Run in CO (methanol). Product: COC1=NC=C(C(=C1)C)[N+](=O)[O-] (2-Methoxy-4-methyl-5-nitropyridine). Yield: 55.1%. As a reaction SMILES: [CH3:1][O-:2].[Na+].Cl[C:5]1[CH:10]=[C:9]([CH3:11])[C:8]([N+:12]([O-:14])=[O:13])=[CH:7][N:6]=1.O>CO>[CH3:1][O:2][C:5]1[CH:10]=[C:9]([CH3:11])[C:8]([N+:12]([O-:14])=[O:13])=[CH:7][N:6]=1 |f:0.1|. Procedure: Sodium methoxide (26.1 g) was added to a solution of 2-chloro-4-methyl-5-nitropyridine (19.0 g) in methanol (100 ml) and the resulting mixture was refluxed for 12 hours. Upon cooling, the mixture was poured over water (1 L), and the product was extracted with ethyl acetate and washed with water. The organic phase was dried (anhydrous magnesium sulfate) and concentrated, and the residue dissolved in hot ether and filtered. Crystallization from ether provided 10.2 g of the title compound, suitable... The reactants are [BH3-]C#N, CC(=O)N1CCc2cc(F)ccc21, CC(=O)OC(C)=O, CC(=O)O, Fc1ccc2[nH]ccc2c1, [Na+], O=[N+]([O-])O, O=S(=O)(O)O. The product is CC(=O)N1CCc2cc(F)c([N+](=O)[O-])cc21. RXN SMILES: [C:11]([BH3-:12])#[N:13].[C:22]([CH3:23])(=[O:24])[N:25]1[CH2:26][CH2:27][c:28]2[cH:29][c:30]([F:34])[cH:31][cH:32][c:33]21.[CH3:15][C:16]([O:17][C:18](=[O:19])[CH3:20])=[O:21].[CH3:39][C:40](=[O:41])[OH:42].[F:1][c:2]1[cH:3][c:4]2[c:5]([cH:6][cH:7]1)[nH:8][cH:9][cH:10]2.[Na+:14].[OH:35][N+:36]([O-:37])=[O:38].[S:43](=[O:44])(=[O:45])([OH:46])[OH:47]>>[C:22]([CH3:23])(=[O:24])[N:25]1[CH2:26][CH2:27][c:28]2[cH:29][c:30]([F:34])[c:31]([N+:36](=[O:35])[O-:37])[cH:32][c:33]21.